Dataset: the Open Reaction Database (ORD), a public repository of structured organic reaction records. Task: describe an organic reaction: reactants, conditions, products, and yield The solvent is ClCCCl (1,2-dichloroethane). Reaction conditions: time 8 hour. RXN SMILES: [CH2:1]([NH:4][CH:5]1[CH2:13][CH2:12][C:8]2[N:9]=[CH:10][S:11][C:7]=2[CH2:6]1)[CH2:2][CH3:3].O=[CH:15][CH2:16][CH2:17][CH2:18][NH:19][C:20](=[O:27])[C:21]1[CH:26]=[CH:25][CH:24]=[CH:23][CH:22]=1.C(O[BH-](OC(=O)C)OC(=O)C)(=O)C.[Na+]>ClCCCl>[CH2:1]([N:4]([CH:5]1[CH2:13][CH2:12][C:8]2[N:9]=[CH:10][S:11][C:7]=2[CH2:6]1)[CH2:15][CH2:16][CH2:17][CH2:18][NH:19][C:20](=[O:27])[C:21]1[CH:26]=[CH:25][CH:24]=[CH:23][CH:22]=1)[CH2:2][CH3:3] |f:2.3|. Isolated yield 94.0%. The reactants are C(CC)NC1CC2=C(N=CS2)CC1 (propyl-(4,5,6,7-tetrahydro-benzothiazol-6-yl)-amine), O=CCCCNC(C1=CC=CC=C1)=O (N-(4-oxo-butyl)-benzamide), C(C)(=O)O[BH-](OC(C)=O)OC(C)=O.[Na+] (sodium triacetoxyborohydride). Product: C(CC)N(CCCCNC(C1=CC=CC=C1)=O)C1CC2=C(N=CS2)CC1 (N-{4-[Propyl-(4,5,6,7-tetrahydro-benzothiazol-6-yl)-amino]-butyl}-benzamide). Reported procedure: A solution of 395 mg (2 mmol) propyl-(4,5,6,7-tetrahydro-benzothiazol-6-yl)-amine and 478 mg (2.5 mmol) N-(4-oxo-butyl)-benzamide in 1,2-dichloroethane (20 mL) is stirred for about 30 minutes. Then 0.75 g (3 mmol) of sodium triacetoxyborohydride is added and the mixture is stirred overnight. After hydrolysation with 30 mL of 1N aqueous NaOH solution the organic phase is separated, dried over sodium sulfate and concentrated in vacuum. The crude product obtained is purified via column chromatograp... The reactants are FC1=C(C=C(C=C1)C#N)B(O)O (2-fluoro-5-cyanophenyl boronic acid), C(C)OC(=O)C1C(C1)C(=O)SC1=CC=C(C=C1)C (2-p-tolylsulfanylcarbonyl-cyclopropanecarboxylic acid ethyl ester), C(Cl)(Cl)Cl (CHCl3), O1C(=CC=C1)P(C=1OC=CC1)C=1OC=CC1 (tri-2-furyl phosphine). The reagents and catalysts are S1C(=CC=C1)C(=O)[O-].[Cu+2].S1C(=CC=C1)C(=O)[O-] (copper thiophene-2-carboxylate), C=1C=CC(=CC1)/C=C/C(=O)/C=C/C2=CC=CC=C2.C=1C=CC(=CC1)/C=C/C(=O)/C=C/C2=CC=CC=C2.C=1C=CC(=CC1)/C=C/C(=O)/C=C/C2=CC=CC=C2.[Pd].[Pd] (tris(dibenzylideneacetone)-dipalladium(0)). Run in C1CCOC1 (THF), O (water). Conditions: time 4 hour. The product is C(C)OC(=O)C1C(C1)C(C1=C(C=CC(=C1)C#N)F)=O (2-(5-cyano-2-fluoro-benzoyl)-cyclopropanecarboxylic acid ethyl ester). The yield is 66.5%. RXN SMILES: [F:1][C:2]1[CH:7]=[CH:6][C:5]([C:8]#[N:9])=[CH:4][C:3]=1B(O)O.[CH2:13]([O:15][C:16]([CH:18]1[CH2:20][CH:19]1[C:21](SC1C=CC(C)=CC=1)=[O:22])=[O:17])[CH3:14].C(Cl)(Cl)Cl.O1C=CC=C1P(C1OC=CC=1)C1OC=CC=1>S1C=CC=C1C([O-])=O.[Cu+2].S1C=CC=C1C([O-])=O.C1C=CC(/C=C/C(/C=C/C2C=CC=CC=2)=O)=CC=1.C1C=CC(/C=C/C(/C=C/C2C=CC=CC=2)=O)=CC=1.C1C=CC(/C=C/C(/C=C/C2C=CC=CC=2)=O)=CC=1.[Pd].[Pd].O.C1COCC1>[CH2:13]([O:15][C:16]([CH:18]1[CH2:20][CH:19]1[C:21](=[O:22])[C:3]1[CH:4]=[C:5]([C:8]#[N:9])[CH:6]=[CH:7][C:2]=1[F:1])=[O:17])[CH3:14] |f:4.5.6,7.8.9.10.11|. Reported procedure: To a mixture of 2-fluoro-5-cyanophenyl boronic acid (3.10 g,18.8 mmol), 2-p-tolylsulfanylcarbonyl-cyclopropanecarboxylic acid ethyl ester (3.30 g, 12.5 mmol), copper thiophene-2-carboxylate (3.58 g, 18.8 mmol), tris(dibenzylideneacetone)-dipalladium(0).CHCl3 adduct (150 mg, 0.14 mmol), and tri-2-furyl phosphine (0.86 mmol) under N2 was added 125 mL anhydrous THF. The reaction was stirred for 4 h, then poured into 500 mL water and extracted with 500 mL Et2O. The organic layer was extracted with 0... Starting materials: [K+], [K+], O=C([O-])[O-], CN(C)C=O, Oc1cccnc1, OCCCl. Yields the product OCCOc1cccnc1. Reaction SMILES: [K+:12].[K+:13].[O-:14][C:15]([O-:16])=[O:17].[O:18]=[CH:19][N:20]([CH3:21])[CH3:22].[OH:1][c:2]1[cH:3][n:4][cH:5][cH:6][cH:7]1.[OH:8][CH2:9][CH2:10][Cl:11]>>[O:1]([c:2]1[cH:3][n:4][cH:5][cH:6][cH:7]1)[CH2:10][CH2:9][OH:8]. The reactants are C(CCl)Cl (EDC), C(C)(=O)N1[C@@H](C(=O)O)CSC1 (N-acetyl-D-thioproline), C(C)(C)(C)OC([C@@H](N)CC1=CC=C(C=C1)O)=O (tyrosine tert.butyl ester), C=1C=CC2=C(C1)N=NN2O (HOBT), CN1CCOCC1 (NMM). The solvent is CN(C)C=O (DMF). Run at time 8 hour. The product is C(C)(=O)N1[C@@H](C(=O)O)CSC1.C(C)(C)(C)OC([C@@H](N)CC1=CC=C(C=C1)O)=O (N-Acetyl-D-thioproline L-tyrosine tert.butyl ester). The yield is 89.6%. RXN SMILES: C(Cl)CCl.[C:5]([N:8]1[CH2:15][S:14][CH2:13][C@@H:9]1[C:10]([OH:12])=[O:11])(=[O:7])[CH3:6].[C:16]([O:20][C:21](=[O:32])[C@H:22]([CH2:24][C:25]1[CH:30]=[CH:29][C:28]([OH:31])=[CH:27][CH:26]=1)[NH2:23])([CH3:19])([CH3:18])[CH3:17].C1C=CC2N(O)N=NC=2C=1.CN1CCOCC1>CN(C=O)C>[C:5]([N:8]1[CH2:15][S:14][CH2:13][C@@H:9]1[C:10]([OH:12])=[O:11])(=[O:7])[CH3:6].[C:16]([O:20][C:21](=[O:32])[C@H:22]([CH2:24][C:25]1[CH:30]=[CH:29][C:28]([OH:31])=[CH:27][CH:26]=1)[NH2:23])([CH3:19])([CH3:17])[CH3:18] |f:6.7|. Procedure: EDC (4.22 g, 22 mmol) was added to a solution of N-acetyl-D-thioproline (3.50 g, 20 mmol), tyrosine tert.butyl ester (4.74 g, 20 mmol), HOBT (2.97 g, 22 mmol) and NMM (2.42 ml, 22 mmol) in DMF (80 ml) at 0°. The mixture was stirred at room temperature overnight. The DMF was evaporated in vacuo and the residue dissolved in ethyl acetate (600 ml) and water (50 ml). The organic phase was washed with 10% citric acid (150 ml), saturated aqueous NaHCO3 (150 ml), water (150 ml) and brine (150 ml), drie... Starting materials: NC(=S)N (Thiourea), NC(=S)N (thiourea), BrC(C)C(CC)=O (2-Bromo-3-pentanone). Solvent: C(C)O (ethanol), C(C)O (ethanol). Conditions: time 2 hour. Yields the product NC=1SC(=C(N1)CC)C (2-amino-4-ethyl-5-methylthiazole). Isolated yield 42.5%. As a reaction SMILES: [NH2:1][C:2]([NH2:4])=[S:3].Br[CH:6]([C:8](=O)[CH2:9][CH3:10])[CH3:7]>C(O)C>[NH2:1][C:2]1[S:3][C:6]([CH3:7])=[C:8]([CH2:9][CH3:10])[N:4]=1. Procedure details: Thiourea (20.9 g., 0.275 mole) was dissolved in 250 ml. of refluxing ethanol. 2-Bromo-3-pentanone (41.3 g., 0.25 mole), dissolved in 50 ml. of ethanol, was added dropwise over 25 minutes to the refluxing thiourea solution. Following an additional 2 hours of reflux, the reaction was boiled down to approximately 100 ml., cooled and the crude product recovered as the hydrobromide salt by filtration. Purified 2-amino-4-ethyl-5-methylthiazole (15.1 g.; m.p. 45°-50° C.; m/e calcd: 142; found: 142) was... Reactants: Fc1ccc(-c2ccc3nc(Cl)nc(C4CC4)c3n2)cc1, Nc1nc(CCC2OCCCO2)c2nc(-c3ccc(F)cc3)ccc2n1. RXN SMILES: [Cl:27][c:28]1[n:29][c:30]([CH:31]2[CH2:32][CH2:33]2)[c:34]2[n:35][c:36](-[c:37]3[cH:38][cH:39][c:40]([F:41])[cH:42][cH:43]3)[cH:44][cH:45][c:46]2[n:47]1.[O:1]1[CH:2]([CH2:7][CH2:8][c:9]2[c:10]3[c:11]([n:12][c:13]([NH2:15])[n:14]2)[cH:16][cH:17][c:18](-[c:20]2[cH:21][cH:22][c:23]([F:26])[cH:24][cH:25]2)[n:19]3)[O:6][CH2:5][CH2:4][CH2:3]1>>[CH2:2]1[CH2:7][CH:8]1[c:9]1[c:10]2[c:11]([n:12][c:13]([NH2:15])[n:14]1)[cH:16][cH:17][c:18](-[c:20]1[cH:21][cH:22][c:23]([F:26])[cH:24][cH:25]1)[n:19]2. The product is Nc1nc(C2CC2)c2nc(-c3ccc(F)cc3)ccc2n1. Reactants: C(C1=CC=CC=C1)OC(=O)N(C(=O)C=1OC2=C(C1)C=CC=C2)C=2C(=C(SC2)C2=NC=C(N=C2)OC)C(=O)OC (Methyl 4-(N-(benzyloxycarbonyl)benzofuran-2-carboxamido)-2-(5-methoxypyrazin-2-yl)thiophene-3-carboxylate). Reagents/catalysts: [Pd] (Pd/C). Solvent: C(C)O.C(C)(=O)OCC.ClCCl (ethanol ethyl acetate dichloromethane). Conditions: time 30 minute. Yields the product O1C(=CC2=C1C=CC=C2)C(=O)NC=2C(=C(SC2)C2=NC=C(N=C2)OC)C(=O)OC (Methyl 4-(benzofuran-2-carboxamido)-2-(5-methoxypyrazin-2-yl)thiophene-3-carboxylate). RXN SMILES: C(OC([N:11]([C:23]1[C:24]([C:36]([O:38][CH3:39])=[O:37])=[C:25]([C:28]2[CH:33]=[N:32][C:31]([O:34][CH3:35])=[CH:30][N:29]=2)[S:26][CH:27]=1)[C:12]([C:14]1[O:15][C:16]2[CH:22]=[CH:21][CH:20]=[CH:19][C:17]=2[CH:18]=1)=[O:13])=O)C1C=CC=CC=1>C(O)C.C(OCC)(=O)C.ClCCl.[Pd]>[O:15]1[C:16]2[CH:22]=[CH:21][CH:20]=[CH:19][C:17]=2[CH:18]=[C:14]1[C:12]([NH:11][C:23]1[C:24]([C:36]([O:38][CH3:39])=[O:37])=[C:25]([C:28]2[CH:33]=[N:32][C:31]([O:34][CH3:35])=[CH:30][N:29]=2)[S:26][CH:27]=1)=[O:13] |f:1.2.3|. Reported procedure: 10% Pd/C is added to compound 160 in ethanol:ethyl acetate:dichloromethane (2:1:1). The mixture is degassed and placed under H2 (1 atm) and stirred for 30 min. The mixture is filtered through a 0.45 μm syringe filter and concentrated under reduced pressure to provide 161. Reactants: C(C)(C)(C)OC(NC1CC(C1)O)=O ((3-hydroxy-cyclobutyl)-carbamic acid tert-butyl ester), C(=O)([O-])[O-].[Cs+].[Cs+] (Cs2CO3), BrC=1C(=NC(=NC1)Cl)Cl (5-bromo-2,4-dichloro-pyrimidine). Solvent: C1CCOC1 (THF). The product is C(C)(C)(C)OC(NC1CC(C1)OC1=NC(=NC=C1Br)Cl)=O ([3-(5-BROMO-2-CHLORO-PYRIMIDIN-4-YLOXY)-CYCLOBUTYL]-CARBAMIC ACID TERT-BUTYL ESTER). Yield: 94.7%. As a reaction SMILES: [C:1]([O:5][C:6](=[O:13])[NH:7][CH:8]1[CH2:11][CH:10]([OH:12])[CH2:9]1)([CH3:4])([CH3:3])[CH3:2].C([O-])([O-])=O.[Cs+].[Cs+].[Br:20][C:21]1[C:22](Cl)=[N:23][C:24]([Cl:27])=[N:25][CH:26]=1>C1COCC1>[C:1]([O:5][C:6](=[O:13])[NH:7][CH:8]1[CH2:11][CH:10]([O:12][C:22]2[C:21]([Br:20])=[CH:26][N:25]=[C:24]([Cl:27])[N:23]=2)[CH2:9]1)([CH3:4])([CH3:2])[CH3:3] |f:1.2.3|. Reported procedure: To a solution of (3-hydroxy-cyclobutyl)-carbamic acid tert-butyl ester (2.5 g, 13.3 mmol) in THF (40 mL) were added Cs2CO3 (8.6 g, 26.6 mmol) and 5-bromo-2,4-dichloro-pyrimidine (3 g, 13.3 mmol). The reaction mixture was heated at reflux overnight. The reaction mixture was filtered and concentrated, diluted with EtOAc and water. The aqueous phase was extracted with EtOAc (3×100 mL) and the combined organic extracts were washed with brine (60 mL), dried over MgSO4, filtered, and concentrated. Pur... The reactants are IC=1C(=NC=C(C1)C(F)(F)F)N (3-iodo-5-(trifluoromethyl)pyridin-2-amine), N1N=CN=C1 (1,2,4-triazole), N1=CC=CC2=CC=CC(=C12)O (8-quinolinol), C([O-])([O-])=O.[K+].[K+] (potassium carbonate). The reagents and catalysts are [Cu]I (copper(I) iodide). The solvent is C(C)(=O)OCC (ethyl acetate), CS(=O)C (DMSO). Reaction conditions: temperature 120 celsius, time 7 hour. Product: N1(N=CN=C1)C=1C(=NC=C(C1)C(F)(F)F)N (3-(1H-1,2,4-triazol-1-yl)-5-(trifluoromethyl)pyridin-2-amine). Isolated yield 60.3%. RXN SMILES: I[C:2]1[C:3]([NH2:12])=[N:4][CH:5]=[C:6]([C:8]([F:11])([F:10])[F:9])[CH:7]=1.[NH:13]1[CH:17]=[N:16][CH:15]=[N:14]1.N1C2C(=CC=CC=2O)C=CC=1.C(=O)([O-])[O-].[K+].[K+]>C(OCC)(=O)C.[Cu]I.CS(C)=O>[N:13]1([C:2]2[C:3]([NH2:12])=[N:4][CH:5]=[C:6]([C:8]([F:11])([F:10])[F:9])[CH:7]=2)[CH:17]=[N:16][CH:15]=[N:14]1 |f:3.4.5|. Procedure: A mixture of 3-iodo-5-(trifluoromethyl)pyridin-2-amine (5.0 g), 1,2,4-triazole (1.44 g), copper(I) iodide (0.496 g), 8-quinolinol (0.378 g), potassium carbonate (2.88 g) and DMSO (50 mL) was stirred at 120° C. for 7 hr under nitrogen gas atmosphere. The reaction solution was allowed to be cooled to room temperature, diluted with ethyl acetate, and filtered through basic silica gel column (ethyl acetate). The filtrate was washed successively with water and saturated brine, and dried over anhydrou... The reactants are CO, C[O-], CO, CC1OC1(Cn1cncn1)c1ccc(F)cc1F, [Na+], O, O=P(O)(O)O, COC(=O)CCS. Yields the product CC(S)C(O)(Cn1cncn1)c1ccc(F)cc1F. As a reaction SMILES: [CH3:26][OH:27].[CH3:28][O-:29].[CH3:36][OH:37].[F:1][c:2]1[c:3]([C:9]2([CH2:13][n:14]3[n:15][cH:16][n:17][cH:18]3)[O:10][CH:11]2[CH3:12])[cH:4][cH:5][c:6]([F:8])[cH:7]1.[Na+:30].[OH2:38].[P:31](=[O:32])([OH:33])([OH:34])[OH:35].[SH:19][CH2:20][CH2:21][C:22]([O:23][CH3:24])=[O:25]>>[F:1][c:2]1[c:3]([C:9]([OH:10])([CH:11]([CH3:12])[SH:19])[CH2:13][n:14]2[n:15][cH:16][n:17][cH:18]2)[cH:4][cH:5][c:6]([F:8])[cH:7]1.